This data is from the Open Reaction Database (ORD), a public repository of structured organic reaction records. The task is: describe an organic reaction: reactants, conditions, products, and yield Starting materials: BrC=1C=C2CCN(C2=CC1)C1=C(C=CC=C1)N(C([O-])=O)C1=CC=CC=C1 (N-[2-(5-bromo-1-indolinyl)phenyl]phenyl-carbamate), CN1CCNCC1 (N-methylpiperazine). Solvent: CCOCC (ether). The product is BrC=1C=C2CCN(C2=CC1)C1=C(C=CC=C1)NC(=O)N1CCN(CC1)C (N-[2-(5-bromo-1-indolinyl)phenyl]-4-methyl-1-piperazine-carboxamide). The yield is 90.0%. RXN SMILES: [Br:1][C:2]1[CH:3]=[C:4]2[C:8](=[CH:9][CH:10]=1)[N:7]([C:11]1[CH:16]=[CH:15][CH:14]=[CH:13][C:12]=1[N:17](C1C=CC=CC=1)[C:18](=O)[O-:19])[CH2:6][CH2:5]2.[CH3:27][N:28]1[CH2:33][CH2:32][NH:31][CH2:30][CH2:29]1>CCOCC>[Br:1][C:2]1[CH:3]=[C:4]2[C:8](=[CH:9][CH:10]=1)[N:7]([C:11]1[CH:16]=[CH:15][CH:14]=[CH:13][C:12]=1[NH:17][C:18]([N:31]1[CH2:32][CH2:33][N:28]([CH3:27])[CH2:29][CH2:30]1)=[O:19])[CH2:6][CH2:5]2. Reported procedure: A solution of N-[2-(5-bromo-1-indolinyl)phenyl]phenyl-carbamate (11.5 g, 28.5 mmoles), N-methylpiperazine (15 ml) and ether (50 ml) was stirred at room temperature for 2 hours. The ether was evaporated. The mixture was filtered through a silica gel column (150 g), packed with dichloromethane, and the column was washed with 2% methanol-dichloromethane solution (2 1). The solvent was evaporated. The residue was purified by flash chromatography on a silica gel column (150 g, 230-400 mesh), eluted w...